Dataset: the Open Reaction Database (ORD), a public repository of structured organic reaction records. Task: describe an organic reaction: reactants, conditions, products, and yield Reactants: ClC1=NC(=CN=C1)OC=1C=C2CCC(C2=CC1)=O (2-chloro-6-(indanone-5-oxy)-pyrazine), COC=1C=C(N)C=C(C1OC)OC (3,4,5-trimethoxyaniline). Solvent: CCOC(=O)C (AcOEt). Yields the product COC=1C=C(C=C(C1OC)OC)NC1=NC(=CN=C1)OC=1C=C2CCC(C2=CC1)=O (2-(3,4,5-Trimethoxyphenylamino)-6-(indanone-5-oxy)-pyrazine). Isolated yield 20.0%. RXN SMILES: Cl[C:2]1[CH:7]=[N:6][CH:5]=[C:4]([O:8][C:9]2[CH:10]=[C:11]3[C:15](=[CH:16][CH:17]=2)[C:14](=[O:18])[CH2:13][CH2:12]3)[N:3]=1.[CH3:19][O:20][C:21]1[CH:22]=[C:23]([CH:25]=[C:26]([O:30][CH3:31])[C:27]=1[O:28][CH3:29])[NH2:24]>CCOC(C)=O>[CH3:31][O:30][C:26]1[CH:25]=[C:23]([NH:24][C:2]2[CH:7]=[N:6][CH:5]=[C:4]([O:8][C:9]3[CH:10]=[C:11]4[C:15](=[CH:16][CH:17]=3)[C:14](=[O:18])[CH2:13][CH2:12]4)[N:3]=2)[CH:22]=[C:21]([O:20][CH3:19])[C:27]=1[O:28][CH3:29]. Procedure: Using Method EE with 2-chloro-6-(indanone-5-oxy)-pyrazine (200 mg, 0.77 mmol) and 3,4,5-trimethoxyaniline (169 mg, 0.92 mmol), and purification by column chromatography (AcOEt), the title compound was obtained (61 mg). Yield: 20%. 1H NMR (250 MHz, DMSO-d6) δ 2.68 (t, 2H, H3, J=5.6 Hz), 3.08 (t, 2H, H2, J=5.0 Hz), 3.39 (s, 6H, [CH3O]3+5), 3.55 (s, 3H, [CH3O]4), 6.77 (s, 2H, Harom2′+6′), 7.21 (dd, 1H, Harom 6, Jm=1.9 Hz, Jo=8.3 Hz), 7.40 (s, 1H, Harom 4), 7.68 (d, 1H, Harom 7, J=8.3 Hz), 7.84 (s, ... The reactants are C(#N)NC(=N)N (cyanoguanidine), C1(=CC=CC=C1)C1CCC(CC1)=O (4-phenylcyclohexanone). Product: NC1=NC=2CCC(CC2C(=N1)N)C1=CC=CC=C1 (2,4-diamino-6-phenyl-5,6,7,8-tetrahydroquinazoline). As a reaction SMILES: [C:1]([NH:3][C:4]([NH2:6])=[NH:5])#[N:2].[C:7]1([CH:13]2[CH2:18][CH2:17][C:16](=O)[CH2:15][CH2:14]2)[CH:12]=[CH:11][CH:10]=[CH:9][CH:8]=1>>[NH2:5][C:4]1[N:3]=[C:1]([NH2:2])[C:15]2[CH2:14][CH:13]([C:7]3[CH:8]=[CH:9][CH:10]=[CH:11][CH:12]=3)[CH2:18][CH2:17][C:16]=2[N:6]=1. Procedure: This compound was prepared in a manner analogous to that of Example 1, using 4.2 grams (0.05 mole) of cyanoguanidine and 13.1 grams (0.08 mole) of 4-phenylcyclohexanone. The crude product was recrystallized from ethanol, yielding 2,4-diamino-6-phenyl-5,6,7,8-tetrahydroquinazoline, mp 223°-226° C. The NMR spectrum was consistent with the proposed structure.